From a dataset of the Open Reaction Database (ORD), a public repository of structured organic reaction records. describe an organic reaction: reactants, conditions, products, and yield Reactants: FC(C=1C=C(C=CC1)CC(=O)O)(F)F (2-(3-(trifluoromethyl)phenyl)acetic acid), CC1(OB(OC1(C)C)C=1C=CC(=NC1)N)C (5-(4,4,5,5-tetramethyl-1,3,2-dioxaborolan-2-yl)pyridin-2-amine), Cl.C(C)N=C=NCCCN(C)C (1-ethyl-3-[3-(dimethylamino)propyl]-carbodiimide hydrochloride), O.ON1N=NC2=C1C=CC=C2 (1-hydroxybenzotriazole hydrate), CN1CCOCC1 (N-methylmorpholine). Run in CN(C(C)=O)C (N,N-dimethylacetamide). Reaction conditions: temperature 50 celsius, time 16 hour. Yields the product FC(C=1C=C(C=CC1)CC(=O)NC1=CC=C(C=N1)B(O)O)(F)F (6-({[3-(trifluoromethyl)phenyl]acetyl}amino)pyridin-3-ylboronic acid). As a reaction SMILES: [F:1][C:2]([F:14])([F:13])[C:3]1[CH:4]=[C:5]([CH2:9][C:10]([OH:12])=O)[CH:6]=[CH:7][CH:8]=1.CC1(C)C(C)(C)[O:19][B:18]([C:23]2[CH:24]=[CH:25][C:26]([NH2:29])=[N:27][CH:28]=2)[O:17]1.Cl.C(N=C=NCCCN(C)C)C.O.ON1C2C=CC=CC=2N=N1.CN1CCOCC1>CN(C)C(=O)C>[F:13][C:2]([F:1])([F:14])[C:3]1[CH:4]=[C:5]([CH2:9][C:10]([NH:29][C:26]2[N:27]=[CH:28][C:23]([B:18]([OH:19])[OH:17])=[CH:24][CH:25]=2)=[O:12])[CH:6]=[CH:7][CH:8]=1 |f:2.3,4.5|. Reported procedure: A 250 mL round-bottomed flask was charged with 2-(3-(trifluoromethyl)phenyl)acetic acid (2.319 g, 11.36 mmol), 5-(4,4,5,5-tetramethyl-1,3,2-dioxaborolan-2-yl)pyridin-2-amine (2.5 g, 11.36 mmol), 1-ethyl-3-[3-(dimethylamino)propyl]-carbodiimide hydrochloride (2.178 g, 11.36 mmol), 1-hydroxybenzotriazole hydrate (1.740 g, 11.36 mmol), N-methylmorpholine (5.00 mL, 45.4 mmol) and N,N-dimethylacetamide (50 mL). The reaction was stirred at 50° C. for 16 hours. The reaction was then quenched by the add... Starting materials: c1ccc2c(c1)Cc1ccccc1-2, C1CCOC1, [Li]CCCC, CCOCC, CCCCCC, CC1=Cc2c(C)ccc(C)c2C1[Si](C)(C)Cl, [Li]. The product is CC1=Cc2c(C)ccc(C)c2C1[Si](C)(C)C1c2ccccc2-c2ccccc21. As a reaction SMILES: [CH2:12]1[c:13]2[cH:14][cH:15][cH:16][cH:17][c:18]2-[c:19]2[cH:20][cH:21][cH:22][cH:23][c:24]21.[CH2:47]1[O:48][CH2:49][CH2:50][CH2:51]1.[CH3:1][CH2:2][CH2:3][CH2:4][Li:5].[CH3:42][CH2:43][O:44][CH2:45][CH3:46].[CH3:6][CH2:7][CH2:8][CH2:9][CH2:10][CH3:11].[Cl:25][Si:26]([CH3:27])([CH3:28])[CH:29]1[C:30]([CH3:40])=[CH:31][c:32]2[c:33]([CH3:39])[cH:34][cH:35][c:36]([CH3:38])[c:37]21.[Li:41]>>[CH:12]1([Si:26]([CH3:27])([CH3:28])[CH:29]2[C:30]([CH3:40])=[CH:31][c:32]3[c:33]([CH3:39])[cH:34][cH:35][c:36]([CH3:38])[c:37]32)[c:13]2[cH:14][cH:15][cH:16][cH:17][c:18]2-[c:19]2[cH:20][cH:21][cH:22][cH:23][c:24]21.